Dataset: the Open Reaction Database (ORD), a public repository of structured organic reaction records. Task: describe an organic reaction: reactants, conditions, products, and yield The reactants are COC(=O)C(Br)c1ccc(Oc2ccc(Cl)cc2)cc1, Oc1ccc(OCc2ccccc2)cc1, C[O-], CO, CC(C)=O, CCCCCC, [I-], [K+], [Na+], O, c1ccccc1. Product: COC(=O)C(Oc1ccc(OCc2ccccc2)cc1)c1ccc(Oc2ccc(Cl)cc2)cc1. Reaction SMILES: [Br:21][CH:22]([C:23](=[O:24])[O:25][CH3:26])[c:27]1[cH:28][cH:29][c:30]([O:33][c:34]2[cH:35][cH:36][c:37]([Cl:40])[cH:38][cH:39]2)[cH:31][cH:32]1.[CH2:1]([c:2]1[cH:3][cH:4][cH:5][cH:6][cH:7]1)[O:8][c:9]1[cH:10][cH:11][c:12]([OH:15])[cH:13][cH:14]1.[CH3:16][O-:17].[CH3:41][OH:42].[CH3:49][C:50](=[O:51])[CH3:52].[CH3:53][CH2:54][CH2:55][CH2:56][CH2:57][CH3:58].[I-:20].[K+:19].[Na+:18].[OH2:59].[cH:43]1[cH:44][cH:45][cH:46][cH:47][cH:48]1>>[CH2:1]([c:2]1[cH:3][cH:4][cH:5][cH:6][cH:7]1)[O:8][c:9]1[cH:10][cH:11][c:12]([O:15][CH:22]([C:23](=[O:24])[O:25][CH3:26])[c:27]2[cH:28][cH:29][c:30]([O:33][c:34]3[cH:35][cH:36][c:37]([Cl:40])[cH:38][cH:39]3)[cH:31][cH:32]2)[cH:13][cH:14]1.